This data is from the Open Reaction Database (ORD), a public repository of structured organic reaction records. The task is: describe an organic reaction: reactants, conditions, products, and yield Reactants: C(C1=CC=CC=C1)N1CC(C2(CCN(C2=O)C2=CC=C(C=C2)CC(F)(F)F)CC1)O ((5SR,6RS)-8-benzyl-6-hydroxy-2-[4-(2,2,2-trifluoro-ethyl)-phenyl]-2,8-diaza-spiro[4.5]decan-1-one). Reagents/catalysts: [OH-].[OH-].[Pd+2] (Pearlman's catalyst). Product: OC1C2(CCN(C2=O)C2=CC=C(C=C2)CC(F)(F)F)CCNC1 ((5SR,6RS)-6-Hydroxy-2-[4-(2,2,2-trifluoro-ethyl)-phenyl]-2,8-diaza-spiro[4.5]decan-1-one). As a reaction SMILES: C([N:8]1[CH2:29][CH2:28][C:11]2([C:15](=[O:16])[N:14]([C:17]3[CH:22]=[CH:21][C:20]([CH2:23][C:24]([F:27])([F:26])[F:25])=[CH:19][CH:18]=3)[CH2:13][CH2:12]2)[CH:10]([OH:30])[CH2:9]1)C1C=CC=CC=1>[OH-].[OH-].[Pd+2]>[OH:30][CH:10]1[CH2:9][NH:8][CH2:29][CH2:28][C:11]21[C:15](=[O:16])[N:14]([C:17]1[CH:22]=[CH:21][C:20]([CH2:23][C:24]([F:27])([F:25])[F:26])=[CH:19][CH:18]=1)[CH2:13][CH2:12]2 |f:1.2.3|. Procedure: The title compound was prepared in analogy to example 2 step A from a mixture of (5SR,6RS)-8-benzyl-6-hydroxy-2-[4-(2,2,2-trifluoro-ethyl)-phenyl]-2,8-diaza-spiro[4.5]decan-1-one and Pearlman's catalyst under an atmosphere of hydrogen. White solid. MS (ESI): 329.2 (MH+) Reactants: CCBr, CC1(C)OB(c2cn[nH]c2)OC1(C)C, CCOC(C)=O, [K+], [K+], O=C([O-])[O-], CN(C)C=O. Product: CCn1cc(B2OC(C)(C)C(C)(C)O2)cn1. As a reaction SMILES: [Br:15][CH2:16][CH3:17].[CH3:1][C:2]1([CH3:14])[O:3][B:4]([c:9]2[cH:10][n:11][nH:12][cH:13]2)[O:5][C:6]1([CH3:7])[CH3:8].[CH3:29][CH2:30][O:31][C:32]([CH3:33])=[O:34].[K+:18].[K+:19].[O-:20][C:21]([O-:22])=[O:23].[O:24]=[CH:25][N:26]([CH3:27])[CH3:28]>>[CH3:1][C:2]1([CH3:14])[O:3][B:4]([c:9]2[cH:10][n:11][n:12]([CH2:16][CH3:17])[cH:13]2)[O:5][C:6]1([CH3:7])[CH3:8]. The reactants are C(C1=CC=CC=C1)OC1=CC=C2C(=C(C(=CC2=C1)CO[Si](C1=CC=CC=C1)(C1=CC=CC=C1)C(C)(C)C)CO)C1=CC=CC=C1 (7-Benzyloxy-2-(tert-butyldiphenylsilyloxymethyl)-3-hydroxymethyl-4-phenylnaphthalene), C=1C=C[NH+]=CC1.[O-][Cr](=O)(=O)Cl (PCC). The solvent is C(Cl)Cl (CH2Cl2). Conditions: time 40 minute. The product is C(C1=CC=CC=C1)OC1=CC=C2C(=C(C(=CC2=C1)CO[Si](C1=CC=CC=C1)(C1=CC=CC=C1)C(C)(C)C)C=O)C1=CC=CC=C1 (7-Benzyloxy-2-(tert-butyldiphenylsilyloxymethyl)-3-formyl-4-phenylnaphthalene). RXN SMILES: [CH2:1]([O:8][C:9]1[CH:18]=[C:17]2[C:12]([C:13]([C:40]3[CH:45]=[CH:44][CH:43]=[CH:42][CH:41]=3)=[C:14]([CH2:38][OH:39])[C:15]([CH2:19][O:20][Si:21]([C:34]([CH3:37])([CH3:36])[CH3:35])([C:28]3[CH:33]=[CH:32][CH:31]=[CH:30][CH:29]=3)[C:22]3[CH:27]=[CH:26][CH:25]=[CH:24][CH:23]=3)=[CH:16]2)=[CH:11][CH:10]=1)[C:2]1[CH:7]=[CH:6][CH:5]=[CH:4][CH:3]=1.C1C=C[NH+]=CC=1.[O-][Cr](Cl)(=O)=O>C(Cl)Cl>[CH2:1]([O:8][C:9]1[CH:18]=[C:17]2[C:12]([C:13]([C:40]3[CH:41]=[CH:42][CH:43]=[CH:44][CH:45]=3)=[C:14]([CH:38]=[O:39])[C:15]([CH2:19][O:20][Si:21]([C:34]([CH3:37])([CH3:36])[CH3:35])([C:22]3[CH:23]=[CH:24][CH:25]=[CH:26][CH:27]=3)[C:28]3[CH:33]=[CH:32][CH:31]=[CH:30][CH:29]=3)=[CH:16]2)=[CH:11][CH:10]=1)[C:2]1[CH:3]=[CH:4][CH:5]=[CH:6][CH:7]=1 |f:1.2|. Procedure details: To a solution of alcohol (1.2 g) from Step 2 in CH2Cl2 (25 mL) was added molecular sieves powder (1 g, flame dried) and PCC (1 g). After 40 min, the reaction mixture was poured on a plug of SiO2 (wet with Et2O), and eluted with Et2O. The solvent was evaporated to give the title product. Reactants: OC1=CC=C2C=CC=C(C2=C1)NC(CN(C(=O)OC(C)(C)C)CCO)=O (N-(7-Hydroxy-1-naphthyl)-2-[(2-hydroxyethyl)tert-butoxycarbonylamino]acetamide), C(CCC)P(CCCC)CCCC (tributylphosphine), CC(C)(C)OC(=O)/N=N/C(=O)OC(C)(C)C (di-tert-butylazodicarboxylate), CC(C)(C)OC(=O)/N=N/C(=O)OC(C)(C)C (di-tert-butylazodicarboxylate), C(CCC)P(CCCC)CCCC (tributylphosphine). The solvent is O1CCCC1 (tetrahydrofuran), O1CCCC1 (tetrahydrofuran). Conditions: time 10 minute. Yields the product C(C)(C)(C)OC(=O)N1CC(N(CC1)C1=CC=CC2=CC=C(C=C12)O)=O (4-tert-Butoxycarbonyl-1-(7-hydroxy-1-naphthyl)-2-piperazinone). Reaction SMILES: CC(OC(/N=N/C(OC(C)(C)C)=O)=O)(C)C.C(P(CCCC)CCCC)CCC.[OH:30][C:31]1[CH:40]=[C:39]2[C:34]([CH:35]=[CH:36][CH:37]=[C:38]2[NH:41][C:42](=[O:55])[CH2:43][N:44]([CH2:52][CH2:53]O)[C:45]([O:47][C:48]([CH3:51])([CH3:50])[CH3:49])=[O:46])=[CH:33][CH:32]=1>O1CCCC1>[C:48]([O:47][C:45]([N:44]1[CH2:52][CH2:53][N:41]([C:38]2[C:39]3[C:34](=[CH:33][CH:32]=[C:31]([OH:30])[CH:40]=3)[CH:35]=[CH:36][CH:37]=2)[C:42](=[O:55])[CH2:43]1)=[O:46])([CH3:49])([CH3:51])[CH3:50]. Procedure: To a solution of di-tert-butylazodicarboxylate (10.81 g, 43.2 mmol) in 60 mL of tetrahydrofuran at 0° C. was added tributylphosphine (10.76 mL, 43.2 mmol) dropwise. After 10 minutes, a solution of the crude product from Step B (ca. 28.8 mmol) in 30 mL of tetrahydrofuran was added dropwise, and the reaction was allowed to warm to room temperature. After two hours, HPLC analysis showed partial conversion. The solution was cooled to 0° C., and additional portions of tributylphosphine (3.0 mL, 18 mm... The reactants are C(C)(C)(C)OC(=O)N/C=1/C\C(=C/C2=C(\N1)C=C(C=C2)C2=CC=C(C(=O)OCC)C=C2)\C(N(CCC)CCCF)=O (Ethyl 4-((1E,4E)-2-(tert-butoxycarbonylamino)-4-((3-fluoropropyl)(propyl)carbamoyl)-3H-benzo[b]azepin-8-yl)benzoate). Solvent: ClCCl (dichloromethane), C(=O)(C(F)(F)F)O (TFA). Conditions: time 15 minute. Yields the product N/C=1/C\C(=C/C2=C(\N1)C=C(C=C2)C2=CC=C(C(=O)OCC)C=C2)\C(N(CCC)CCCF)=O (ethyl 4-((1E,4E)-2-amino-4-((3-fluoropropyl)(propyl)carbamoyl)-3H-benzo[b]azepin-8-yl)benzoate). The yield is 36.0%. RXN SMILES: C(OC([NH:8][C:9]1[CH2:10][C:11]([C:31](=[O:40])[N:32]([CH2:36][CH2:37][CH2:38][F:39])[CH2:33][CH2:34][CH3:35])=[CH:12][C:13]2[CH:19]=[CH:18][C:17]([C:20]3[CH:30]=[CH:29][C:23]([C:24]([O:26][CH2:27][CH3:28])=[O:25])=[CH:22][CH:21]=3)=[CH:16][C:14]=2[N:15]=1)=O)(C)(C)C>ClCCl.C(O)(C(F)(F)F)=O>[NH2:8][C:9]1[CH2:10][C:11]([C:31](=[O:40])[N:32]([CH2:36][CH2:37][CH2:38][F:39])[CH2:33][CH2:34][CH3:35])=[CH:12][C:13]2[CH:19]=[CH:18][C:17]([C:20]3[CH:30]=[CH:29][C:23]([C:24]([O:26][CH2:27][CH3:28])=[O:25])=[CH:22][CH:21]=3)=[CH:16][C:14]=2[N:15]=1. Procedure: The crude product from Step E was then taken up in 2 mls of dichloromethane and 1 ml of TFA, and stirred at room temperature for one hour. The mixture was concentrated under reduced pressure and the resulting crude product was taken up in DCM (10 mls) and concentrated ammonium hydroxide (5 mls) and stirred at room temperature for 15 minutes, then extracted with dichloromethane. The extracts were dried over sodium sulfate and concentrated under reduced pressure. Preparative thin layer chromatogra... Reactants: [OH-].[Na+] (sodium hydroxide), C(C)OC(=O)C=1C(=NOC1C)C(=O)OC (methyl 4-ethoxycarbonyl-5-methylisoxazole-3-carboxylate). Run in O1CCCC1 (tetrahydrofuran), O (water). Run at time 12 hour. Product: C(C)OC(=O)C=1C(=NOC1C)C(=O)O (4-Ethoxycarbonyl-5-methylisoxazole-3-carboxylic acid). The yield is 70.0%. RXN SMILES: [OH-].[Na+].[CH2:3]([O:5][C:6]([C:8]1[C:9]([C:14]([O:16]C)=[O:15])=[N:10][O:11][C:12]=1[CH3:13])=[O:7])[CH3:4]>O.O1CCCC1>[CH2:3]([O:5][C:6]([C:8]1[C:9]([C:14]([OH:16])=[O:15])=[N:10][O:11][C:12]=1[CH3:13])=[O:7])[CH3:4] |f:0.1|. Reported procedure: At -15° to -10° C. and under a nitrogen blanket, 4.7 g (0.117 mol) of sodium hydroxide in 80 ml of water was dripped into 25.0 g (0.117 mol) of methyl 4-ethoxycarbonyl-5-methylisoxazole-3-carboxylate in 200 ml of anhydrous tetrahydrofuran, and the mixture was stirred for 12 hours. The solvents were stripped off in a rotary evaporator (bath temperature: 30°-35° C.), the residue was taken up in 250 ml of water, the pH was adjusted to 8-9 with hydrochloric acid, and the mixture was extracted twice,... Reactants: CCO, Cl, [H][H], NC(N)=NC(=O)c1ccc2c3ccccc3n(C3CN(C(c4ccccc4)c4ccccc4)C3)c2c1, [OH-], [OH-], [Pd+2]. Yields the product NC(N)=NC(=O)c1ccc2c3ccccc3n(C3CNC3)c2c1. Reaction SMILES: [CH3:43][CH2:44][OH:45].[ClH:1].[H:38][H:39].[NH2:2][C:3](=[N:4][C:5](=[O:6])[c:7]1[cH:8][c:9]2[n:10]([CH:20]3[CH2:21][N:22]([CH:24]([c:25]4[cH:26][cH:27][cH:28][cH:29][cH:30]4)[c:31]4[cH:32][cH:33][cH:34][cH:35][cH:36]4)[CH2:23]3)[c:11]3[cH:12][cH:13][cH:14][cH:15][c:16]3[c:17]2[cH:18][cH:19]1)[NH2:37].[OH-:40].[OH-:42].[Pd+2:41]>>[NH2:2][C:3](=[N:4][C:5](=[O:6])[c:7]1[cH:8][c:9]2[n:10]([CH:20]3[CH2:21][NH:22][CH2:23]3)[c:11]3[cH:12][cH:13][cH:14][cH:15][c:16]3[c:17]2[cH:18][cH:19]1)[NH2:37].